Dataset: the Open Reaction Database (ORD), a public repository of structured organic reaction records. Task: describe an organic reaction: reactants, conditions, products, and yield The reactants are Br, Br, O=C1CCCCc2ncccc21. Reaction SMILES: [Br:13].[BrH:14].[n:1]1[c:2]2[c:3]([cH:4][cH:5][cH:6]1)[C:7](=[O:12])[CH2:8][CH2:9][CH2:10][CH2:11]2>>[n:1]1[c:2]2[c:3]([cH:4][cH:5][cH:6]1)[C:7](=[O:12])[CH:8]([Br:14])[CH2:9][CH2:10][CH2:11]2. Product: O=C1c2cccnc2CCCC1Br. Reactants: BrC1=CN=C(S1)NC(N(C1CCC(CC1)C)C1CCCC1)=O (3-(5-Bromo-thiazol-2-yl)-1-cyclopentyl-1-(4-methyl-cyclohexyl)-urea), C(C)OC(=O)C=1N=C(NC1)S (ethyl-2-mercapto-1H-imidazole-4-carboxylate). Product: C(C)OC(=O)C=1N=C(NC1)SC1=CN=C(S1)NC(=O)N(C1CCC(CC1)C)C1CCCC1 (2-{2-[3-Cyclopentyl-3-(4-methyl-cyclohexyl)-ureido]-thiazol-5-ylsulfanyl}-1H-imidazole-4-carboxylic acid ethyl ester). RXN SMILES: Br[C:2]1[S:6][C:5]([NH:7][C:8](=[O:22])[N:9]([CH:17]2[CH2:21][CH2:20][CH2:19][CH2:18]2)[CH:10]2[CH2:15][CH2:14][CH:13]([CH3:16])[CH2:12][CH2:11]2)=[N:4][CH:3]=1.[CH2:23]([O:25][C:26]([C:28]1[N:29]=[C:30]([SH:33])[NH:31][CH:32]=1)=[O:27])[CH3:24]>>[CH2:23]([O:25][C:26]([C:28]1[N:29]=[C:30]([S:33][C:2]2[S:6][C:5]([NH:7][C:8]([N:9]([CH:17]3[CH2:21][CH2:20][CH2:19][CH2:18]3)[CH:10]3[CH2:15][CH2:14][CH:13]([CH3:16])[CH2:12][CH2:11]3)=[O:22])=[N:4][CH:3]=2)[NH:31][CH:32]=1)=[O:27])[CH3:24]. Reported procedure: Prepared as described in general procedure (E) using 3-(5-bromo-thiazol-2-yl)-1-cyclopentyl-1-(4-methyl-cyclohexyl)-urea (Example 202) and ethyl-2-mercapto-1H-imidazole-4-carboxylate.